Dataset: the Open Reaction Database (ORD), a public repository of structured organic reaction records. Task: describe an organic reaction: reactants, conditions, products, and yield The reactants are O=C(O)C12CC3CC(CC(C3)C1)C2, CC(=O)O, O=C1c2ccccc2C(=O)N1O. Product: O=C(O)C12CC3CC(CC(O)(C3)C1)C2. As a reaction SMILES: [C:1]12([C:11](=[O:12])[OH:13])[CH2:2][CH:3]3[CH2:4][CH:5]([CH2:6][CH:7]([CH2:8]1)[CH2:9]3)[CH2:10]2.[CH3:26][C:27](=[O:28])[OH:29].[OH:14][N:15]1[C:16](=[O:17])[c:18]2[cH:19][cH:20][cH:21][cH:22][c:23]2[C:24]1=[O:25]>>[C:1]12([C:11](=[O:12])[OH:13])[CH2:2][C:3]3([OH:14])[CH2:4][CH:5]([CH2:6][CH:7]([CH2:8]1)[CH2:9]3)[CH2:10]2. Reported procedure: To a mixture of 4-methyl-4-propyl-1,2,5-thiadiazolidin-3-one 1,1-dioxide (8.25 g, 42.92 mmol) in 80 ml of dry DMF was added phenylmethyl bromide (8.08 g, 47.21 mmol) and tetrabutylammonium bromide (2.08 g, 6.64 mmol) in one portion. The resulting mixture was heated at 120° C. for 8 hours and then stirred at room temperature overnight. The mixture was cooled, poured over ice-water (400 ml), and the mixture was extracted with ethyl acetate (2×250 ml). The organic layer was washed with water and br... As a reaction SMILES: C[C:2]1([CH2:10][CH2:11][CH3:12])[NH:6][S:5](=[O:8])(=[O:7])[NH:4][C:3]1=[O:9].[C:13]1([CH2:19]Br)[CH:18]=[CH:17][CH:16]=[CH:15][CH:14]=1>CN(C=O)C.[Br-].C([N+](CCCC)(CCCC)CCCC)CCC>[C:13]1([CH2:19][N:4]2[C:3](=[O:9])[CH:2]([CH2:10][CH2:11][CH3:12])[NH:6][S:5]2(=[O:7])=[O:8])[CH:18]=[CH:17][CH:16]=[CH:15][CH:14]=1 |f:3.4|. The reactants are C1(=CC=CC=C1)CBr (phenylmethyl bromide), CC1(C(NS(N1)(=O)=O)=O)CCC (4-methyl-4-propyl-1,2,5-thiadiazolidin-3-one 1,1-dioxide), ice water. Product: C1(=CC=CC=C1)CN1S(NC(C1=O)CCC)(=O)=O (2-phenylmethyl-4-propyl-1,2,5-thiadiazolidin-3-one 1,1-dioxide). Isolated yield 81.1%. The reagents and catalysts are [Br-].C(CCC)[N+](CCCC)(CCCC)CCCC (tetrabutylammonium bromide). Conditions: temperature 120 celsius, time 8 hour. Solvent: CN(C)C=O (DMF).